This data is from the Open Reaction Database (ORD), a public repository of structured organic reaction records. The task is: describe an organic reaction: reactants, conditions, products, and yield Reactants: [H-].[Na+] (sodium hydride), FC1=CC=C(C=C1)CC#N (4-fluorophenylacetonitrile), ClC1=NC=C(C=C1)Cl (2-chloro-5-chloropyridine), CC1=CC=C(C=C1)S(=O)[O-].[Na+] (sodium 4-methylphenylsulfinate). Solvent: C1CCOC1 (THF), O (water). Product: ClC=1C=CC(=NC1)C(C1=CC=C(C=C1)F)C#N (5-chloro-2-(α-cyano-4-fluorobenzyl)pyridine). The yield is 96.8%. Reaction SMILES: [F:1][C:2]1[CH:7]=[CH:6][C:5]([CH2:8][C:9]#[N:10])=[CH:4][CH:3]=1.Cl[C:12]1[CH:17]=[CH:16][C:15]([Cl:18])=[CH:14][N:13]=1.CC1C=CC(S([O-])=O)=CC=1.[Na+].[H-].[Na+]>C1COCC1.O>[Cl:18][C:15]1[CH:16]=[CH:17][C:12]([CH:8]([C:9]#[N:10])[C:5]2[CH:6]=[CH:7][C:2]([F:1])=[CH:3][CH:4]=2)=[N:13][CH:14]=1 |f:2.3,4.5|. Procedure: Under argon atmosphere, to a mixture of 4-fluorophenylacetonitrile (9.13 g), 2-chloro-5-chloropyridine (10.0 g.) and sodium 4-methylphenylsulfinate (24.1 g) in THF (280 ml) was added sodium hydride (5.41 g, 60%) at 0° C., and the mixture was heated to reflux for 20 hours. The reaction mixture was added to water and extracted with ethyl acetate. The organic layer was washed with saturated brine, dried over magnesium sulfate and concentrated under reduced pressure, and the obtained residue was sep... Starting materials: CC1(C(CCCC1)=O)COC1=CC=C(CC2C(NC(S2)=O)=O)C=C1 (5-[4-(1-methyl-2-oxocyclohexylmethoxy)benzyl]thiazolidine-2,4-dione), [BH4-].[Na+] (sodium borohydride), C(C)(=O)O (acetic acid), O (water). Solvent: CO (methanol). Conditions: time 30 minute. The product is OC1C(CCCC1)(C)COC1=CC=C(CC2C(NC(S2)=O)=O)C=C1 (5-[4-(2-hydroxy-1-methylcyclohexylmethoxy)benzyl]thiazolidine-2,4-dione), powder. Isolated yield 80.8%. As a reaction SMILES: [CH3:1][C:2]1([CH2:9][O:10][C:11]2[CH:24]=[CH:23][C:14]([CH2:15][CH:16]3[S:20][C:19](=[O:21])[NH:18][C:17]3=[O:22])=[CH:13][CH:12]=2)[CH2:7][CH2:6][CH2:5][CH2:4][C:3]1=[O:8].[BH4-].[Na+].C(O)(=O)C.O>CO>[OH:8][CH:3]1[CH2:4][CH2:5][CH2:6][CH2:7][C:2]1([CH2:9][O:10][C:11]1[CH:24]=[CH:23][C:14]([CH2:15][CH:16]2[S:20][C:19](=[O:21])[NH:18][C:17]2=[O:22])=[CH:13][CH:12]=1)[CH3:1] |f:1.2|. Reported procedure: To a suspension of 5-[4-(1-methyl-2-oxocyclohexylmethoxy)benzyl]thiazolidine-2,4-dione (5.2 g) in methanol (50 ml), sodium borohydride (0.757 g) was added under ice cooling. The mixture was stirred with ice cooling for 30 minutes, then acetic acid (2 ml) was added. The mixture was poured into water and extracted with benzene. The extract was washed with water and dried (MgSO4). The benzene was distilled off, and the oily residue was subjected to silica gel (100 g) column chromatography. From the... Reactants: CS(=O)(=O)O, CO, CC1(C)CN(C2CC3(C)C(CCC4C3CCC3(C)C(C(=O)CSC#N)CCC43)CC2O)CCO1. Yields the product CS(=O)(=O)[O-], CC1(C)CN(C2CC3(C)C(CCC4C3CCC3(C)C(C(=O)CSC#N)CCC43)CC2O)CCO1. RXN SMILES: [CH3:1][S:2]([OH:3])(=[O:4])=[O:5].[CH3:40][OH:41].[OH:6][CH:7]1[CH2:8][CH:9]2[CH2:10][CH2:11][CH:12]3[CH:13]4[CH2:14][CH2:15][CH:16]([C:17]([CH2:18][S:19][C:20]#[N:21])=[O:22])[C:23]4([CH3:39])[CH2:24][CH2:25][CH:26]3[C:27]2([CH3:38])[CH2:28][CH:29]1[N:30]1[CH2:31][C:32]([CH3:36])([CH3:37])[O:33][CH2:34][CH2:35]1>>[CH3:1][S:2](=[O:3])(=[O:4])[O-:5].[OH:6][CH:7]1[CH2:8][CH:9]2[CH2:10][CH2:11][CH:12]3[CH:13]4[CH2:14][CH2:15][CH:16]([C:17]([CH2:18][S:19][C:20]#[N:21])=[O:22])[C:23]4([CH3:39])[CH2:24][CH2:25][CH:26]3[C:27]2([CH3:38])[CH2:28][CH:29]1[N:30]1[CH2:31][C:32]([CH3:36])([CH3:37])[O:33][CH2:34][CH2:35]1. Starting materials: O=C([O-])[O-], CI, CN(C)C=O, CO, [K+], [K+], O, N#CCc1nc2ccccc2[nH]1. The product is Cn1c(CC#N)nc2ccccc21. As a reaction SMILES: [C:15](=[O:16])([O-:17])[O-:18].[CH3:1][I:2].[CH3:22][N:23]([CH3:24])[CH:25]=[O:26].[CH3:27][OH:28].[K+:19].[K+:20].[OH2:21].[nH:3]1[c:4]([CH2:12][C:13]#[N:14])[n:5][c:6]2[c:7]1[cH:8][cH:9][cH:10][cH:11]2>>[n:3]1([CH3:15])[c:4]([CH2:12][C:13]#[N:14])[n:5][c:6]2[c:7]1[cH:8][cH:9][cH:10][cH:11]2. Starting materials: C1CCOC1, CCOC(C)=O, CC(C)(C)[Si](C)(C)Oc1c(Br)ccc2ccc(-c3nnc4ccccn34)nc12. Product: Oc1c(Br)ccc2ccc(-c3nnc4ccccn34)nc12. As a reaction SMILES: [CH2:29]1[O:30][CH2:31][CH2:32][CH2:33]1.[CH3:34][CH2:35][O:36][C:37]([CH3:38])=[O:39].[n:1]1[n:2][c:3](-[c:10]2[n:11][c:12]3[c:13]([O:21][Si:22]([C:23]([CH3:24])([CH3:25])[CH3:26])([CH3:27])[CH3:28])[c:14]([Br:20])[cH:15][cH:16][c:17]3[cH:18][cH:19]2)[n:4]2[c:5]1[cH:6][cH:7][cH:8][cH:9]2>>[n:1]1[n:2][c:3](-[c:10]2[n:11][c:12]3[c:13]([OH:21])[c:14]([Br:20])[cH:15][cH:16][c:17]3[cH:18][cH:19]2)[n:4]2[c:5]1[cH:6][cH:7][cH:8][cH:9]2.